Dataset: the Open Reaction Database (ORD), a public repository of structured organic reaction records. Task: describe an organic reaction: reactants, conditions, products, and yield Starting materials: FC1=CC=C(C=N1)C=1SC2=C(N1)C=CC(=C2)OC (2-(6-fluoropyridin-3-yl)-6-methoxy-1,3-benzothiazole), N1CCCC1 (pyrrolidine). Run in O (water). Reaction conditions: temperature 100 celsius. The product is COC1=CC2=C(N=C(S2)C=2C=NC(=CC2)N2CCCC2)C=C1 (6-Methoxy-2-(6-pyrrolidin-1-ylpyridin-3-yl)-1,3-benzothiazole). As a reaction SMILES: F[C:2]1[N:7]=[CH:6][C:5]([C:8]2[S:9][C:10]3[CH:16]=[C:15]([O:17][CH3:18])[CH:14]=[CH:13][C:11]=3[N:12]=2)=[CH:4][CH:3]=1.[NH:19]1[CH2:23][CH2:22][CH2:21][CH2:20]1>O>[CH3:18][O:17][C:15]1[CH:14]=[CH:13][C:11]2[N:12]=[C:8]([C:5]3[CH:6]=[N:7][C:2]([N:19]4[CH2:23][CH2:22][CH2:21][CH2:20]4)=[CH:3][CH:4]=3)[S:9][C:10]=2[CH:16]=1. Procedure details: In a microwave vial were added 2-(6-fluoropyridin-3-yl)-6-methoxy-1,3-benzothiazole (75 mg, 0.29 mmol), water (2.5 mL) and pyrrolidine (0.50 mL) and the reaction was heated in a microwave oven at 100° C. for 5 min. The precipitated product was filtered off, washed with water and methanol and dried in a desicator over P2O5 to give the title compound (76 mg) as a white solid. 1H NMR (CHLOROFORM-d) δ 8.77 (d, 1H) 8.13 (dd, 1H) 7.87 (d, 1H) 7.33 (d, 1H) 7.05 (dd, 1H) 6.44 (d, 1H) 3.89 (s, 3H) 3.63-3... The reactants are BrC1=CC=CC=C1 (bromobenzene), NC1=CC=CC=C1 (aniline), C(C)(C)(C)P(C(C)(C)C)C(C)(C)C (tri-t-butylphosphine). Reagents/catalysts: C=1C=CC(=CC1)/C=C/C(=O)/C=C/C2=CC=CC=C2.C=1C=CC(=CC1)/C=C/C(=O)/C=C/C2=CC=CC=C2.[Pd] (Pd(dba)2). The solvent is C1(=CC=CC=C1)C (toluene). Run at time 1 hour. The product is C1(=CC=CC=C1)NC1=CC=CC=C1 (diphenylamine). The yield is 85.7%. As a reaction SMILES: Br[C:2]1[CH:7]=[CH:6][CH:5]=[CH:4][CH:3]=1.[NH2:8][C:9]1[CH:14]=[CH:13][CH:12]=[CH:11][CH:10]=1.C(P(C(C)(C)C)C(C)(C)C)(C)(C)C>C1(C)C=CC=CC=1.C1C=CC(/C=C/C(/C=C/C2C=CC=CC=2)=O)=CC=1.C1C=CC(/C=C/C(/C=C/C2C=CC=CC=2)=O)=CC=1.[Pd]>[C:2]1([NH:8][C:9]2[CH:14]=[CH:13][CH:12]=[CH:11][CH:10]=2)[CH:7]=[CH:6][CH:5]=[CH:4][CH:3]=1 |f:4.5.6|. Procedure details: The above general procedure was followed using bromobenzene (157 mg, 1.00 mmol) and aniline (93 mg, 1.00 mmol) with 1 mol % Pd(dba)2 and 0.8 mol % tri-t-butylphosphine in 1.5 mL of toluene. After one hour, the reaction mixture was adsorbed onto silica gel and chromatographed with 5% ethyl acetate/hexanes to give 145 mg (86%) of diphenylamine as a grey solid. 1H NMR (500 MHz, C6D6) δ 7.11-7.08 (m, 4H), 6.85-6.80 (m, 6H), 4.97 (br s, 1H). 13C NMR (125 MHz, C6D6) δ 143.6, 129.5, 121.1, 118.2. In ad... Starting materials: CSC1=CC=C(C=O)C=C1 (4-(methylthio)benzaldehyde), [N+](=O)([O-])CC (nitroethane), C(CCC)N (n-butylamine). Run in C(C)O (ethanol). Reaction conditions: time 21 hour. Yields the product CSC1=CC=C(C=C1)C=C(C)[N+](=O)[O-] (1-[4-(methylthio)phenyl]-2-nitro-1-propene). The yield is 44.5%. Reaction SMILES: [CH3:1][S:2][C:3]1[CH:10]=[CH:9][C:6]([CH:7]=O)=[CH:5][CH:4]=1.[N+:11]([CH2:14][CH3:15])([O-:13])=[O:12].C(N)CCC>C(O)C>[CH3:1][S:2][C:3]1[CH:10]=[CH:9][C:6]([CH:7]=[C:14]([N+:11]([O-:13])=[O:12])[CH3:15])=[CH:5][CH:4]=1. Reported procedure: The intermediate 1-[4-(methylthio)phenyl]-2-nitro-1-propene was prepared as follows: [U.S. Pat. No. 3,117,160, Example V]; a mixture containing 15.2 g of 4-(methylthio)benzaldehyde, 7.5 g of nitroethane, 0.73 g of n-butylamine and 40 ml of absolute ethanol was refluxed with stirring for 21 hours and the solvent then removed by distilling in vacuo. The residue was recrystallized from absolute ethanol (total volume of 60 ml) washed with a small quantity of cold ethanol and dried in vacuo at room t... The reactants are CC(C)(C)OC(=O)N1C2CCC1C(=O)NC2, ClCCl, O=C(O)C(F)(F)F. Yields the product O=C1NCC2CCC1N2. RXN SMILES: [C:1]([O:2][C:3](=[O:4])[N:8]1[CH:9]2[C:10](=[O:16])[NH:11][CH2:12][CH:13]1[CH2:14][CH2:15]2)([CH3:5])([CH3:6])[CH3:7].[Cl:24][CH2:25][Cl:26].[F:17][C:18]([F:19])([F:20])[C:21]([OH:22])=[O:23]>>[NH:8]1[CH:9]2[C:10](=[O:16])[NH:11][CH2:12][CH:13]1[CH2:14][CH2:15]2. Reactants: [H-].[Na+] (NaH), C(#N)CCCC1(SCCS1)C(=O)OCC (ethyl 2-(3-cyanopropyl)-1,3-dithiolane-2-carboxylate). The solvent is O1CCOCC1 (dioxane), O (H2O). Run at temperature 100 celsius. The product is O=C1C2(SCCS2)CCC1C#N (6-oxo-1,4-dithiaspiro[4.4]nonane-7-carbonitrile). RXN SMILES: [H-].[Na+].[C:3]([CH2:5][CH2:6][CH2:7][C:8]1([C:13]([O:15]CC)=O)[S:12][CH2:11][CH2:10][S:9]1)#[N:4]>O1CCOCC1.O>[O:15]=[C:13]1[CH:5]([C:3]#[N:4])[CH2:6][CH2:7][C:8]21[S:9][CH2:10][CH2:11][S:12]2 |f:0.1|. Reported procedure: A mixture of NaH (60%, 31.8 mg, 0.79 mmol) and ethyl 2-(3-cyanopropyl)-1,3-dithiolane-2-carboxylate (171.5 mg, 0.66 mmol) in dioxane (5 mL) was heated at 100° C. overnight. The mixture was diluted with H2O and then extracted with ethyl acetate (×2). The combined organic layers were washed with brine, dried with Na2SO4, and evaporated to afford crude 6-oxo-1,4-dithiaspiro[4.4]nonane-7-carbonitrile: LCMS tR=1.67 Min (5 min run, UV254nm), Mass calculated for, M+213.0, observed LC/MS m/z 214.1 (M+H)... Starting materials: CC(C)(C)OC(=O)NC1CCCN(C(=O)OCc2ccccc2)C1, C, CCO, [Pd]. Product: CC(C)(C)OC(=O)NC1CCCNC1. Reaction SMILES: [C:1]([CH3:2])([CH3:3])([CH3:4])[O:5][C:6](=[O:7])[NH:8][CH:9]1[CH2:10][N:11]([C:15]([O:16][CH2:17][c:18]2[cH:19][cH:20][cH:21][cH:22][cH:23]2)=[O:24])[CH2:12][CH2:13][CH2:14]1.[C:25].[CH3:27][CH2:28][OH:29].[Pd:26]>>[C:1]([CH3:2])([CH3:3])([CH3:4])[O:5][C:6](=[O:7])[NH:8][CH:9]1[CH2:10][NH:11][CH2:12][CH2:13][CH2:14]1. The reactants are N(=O)[O-].F[B-](F)(F)F (tetrafluoroborate nitrite), N1N=CC2=CC(=CC=C12)O (1H-indazol-5-ol), O (water). The solvent is C(C)#N (acetonitrile), C(C)#N (acetonitrile). Reaction conditions: temperature 0 celsius, time 2 hour. Yields the product [N+](=O)([O-])C1=C2C=NNC2=CC=C1O (4-nitro-1H-indazol-5-ol). Isolated yield 44.8%. RXN SMILES: [N:1]([O-:3])=[O:2].F[B-](F)(F)F.[NH:9]1[C:17]2[C:12](=[CH:13][C:14]([OH:18])=[CH:15][CH:16]=2)[CH:11]=[N:10]1.O>C(#N)C>[N+:1]([C:13]1[C:14]([OH:18])=[CH:15][CH:16]=[C:17]2[C:12]=1[CH:11]=[N:10][NH:9]2)([O-:3])=[O:2] |f:0.1|. Reported procedure: Under a nitrogen atmosphere, a solution of tetrafluoroborate nitrite (110 mg, 0.783 mmol) in acetonitrile (3 ml) was added dropwise to a suspension of the 1H-indazol-5-ol (100 mg, 0.745 mmol) obtained in Reference Example 4 in acetonitrile (4.0 ml) at −35° C. over a period of 10 minutes, and the resulting mixture was slowly heated to 0° C. After 2 hours, the reaction solution was poured into water and extracted with ethyl acetate. The extract solution was concentrated under reduced pressure and ...